describe an organic reaction: reactants, conditions, products, and yield From a dataset of the Open Reaction Database (ORD), a public repository of structured organic reaction records. Starting materials: N1C=C(C=C1)C(=O)OC (methyl pyrrole-3-carboxylate), ClC=1C=C(C=CC1Cl)SCl (3,4-dichlorobenzenesulfenyl chloride). Product: ClC=1C=C(C=CC1Cl)SC1=CC(=CN1)C(=O)OC (Methyl 5-(3,4-Dichlorophenylthio)pyrrole-3-carboxylate). Yield: 104.2%. Reaction SMILES: [NH:1]1[CH:5]=[CH:4][C:3]([C:6]([O:8][CH3:9])=[O:7])=[CH:2]1.[Cl:10][C:11]1[CH:12]=[C:13]([S:18]Cl)[CH:14]=[CH:15][C:16]=1[Cl:17]>>[Cl:10][C:11]1[CH:12]=[C:13]([S:18][C:5]2[NH:1][CH:2]=[C:3]([C:6]([O:8][CH3:9])=[O:7])[CH:4]=2)[CH:14]=[CH:15][C:16]=1[Cl:17]. Reported procedure: By the procedure of Example 23, methyl pyrrole-3-carboxylate (2.5 g., 20 mmoles) was reacted with 3,4-dichlorobenzenesulfenyl chloride (4.24 g., 20 mmoles) to yield crude product (6.3 g., oil). The crude was chromatographed on 250 g. of silica gel, with 125 ml. fractions of the ethyl acetate-1/hexane-5/5% acetic acid eluant collected. Fractions 2 to 6 were combined and evaporated to dryness to afford purified methyl 5-(3,4-dichlorophenylthio)pyrrole-3-carboxylate (2.76 g., m.p. 93°-96° C.). The reactants are C(C)(=O)NC1=C(C=CC(=C1)[N+](=O)[O-])O (2-acetylamino-4-nitrophenol), [K] (potassium), CN(C=O)C (dimethylformamide), C(C)N(CC)CCCl (diethylaminoethyl chloride). Solvent: O (water). Run at temperature 60 celsius. Product: C(C)N(CC)CCOC1=C(C=C(C=C1)[N+](=O)[O-])NC(C)=O (2-acetylamino-4-nitrophenyl β-N,N-diethylaminoethyl ether). Reaction SMILES: [C:1]([NH:4][C:5]1[CH:10]=[C:9]([N+:11]([O-:13])=[O:12])[CH:8]=[CH:7][C:6]=1[OH:14])(=[O:3])[CH3:2].[K].CN(C)C=O.[CH2:21]([N:23]([CH2:26][CH2:27]Cl)[CH2:24][CH3:25])[CH3:22]>O>[CH2:21]([N:23]([CH2:26][CH2:27][O:14][C:6]1[CH:7]=[CH:8][C:9]([N+:11]([O-:13])=[O:12])=[CH:10][C:5]=1[NH:4][C:1](=[O:3])[CH3:2])[CH2:24][CH3:25])[CH3:22] |^1:14|. Procedure details: 117 g (0.5 mol) of 2-acetylamino-4-nitrophenol, in the form of the potassium salt, are introduced into 350 ml of dimethylformamide and the mixture is then heated to 60° C., whilst stirring. 88.2 g (0.65 mol) of diethylaminoethyl chloride are then added; the reaction medium is heated at 95° C. for 150 minutes and is then poured into 1,500 ml of iced water; the expected product precipitates. This product is filtered off and washed with a 0.5 N sodium carbonate solution and then with water. After f... Reactants: C(C)C=1C=CC2=C(CCC3=C(N=C(S3)C)C2(O)C=2C(NC(N(C2)CC=2C=C(C(=O)OC)C=CC2)=O)=O)C1 ((±)-3-[[5-(7-Ethyl-9,10-dihydro-4-hydroxy-2-methyl-4H-benzo[5,6]cyclohepta[1,2-d]thiazol-4-yl)-3,4-dihydro-2,4-dioxo-1(2H)-pyrimidinyl]methyl]benzoic acid, methyl ester). Run in C(C)(=O)O (acetic acid). The product is C(C)C=1C=CC2=C(C=CC3=C(N=C(S3)C)C2C=2C(NC(N(C2)CC=2C=C(C(=O)OC)C=CC2)=O)=O)C1 ((±)-3-[[5-(7-Ethyl-2-methyl-4H-benzo[5,6]cyclohepta[1,2-d]thiazol-4-yl)-3,4-dihydro-2,4-dioxo-1(2H)-pyrimidinyl]methyl]benzoic acid, methyl ester). Reaction SMILES: [CH2:1]([C:3]1[CH:4]=[CH:5][C:6]2[C:16]([C:18]3[C:19](=[O:36])[NH:20][C:21](=[O:35])[N:22]([CH2:24][C:25]4[CH:26]=[C:27]([CH:32]=[CH:33][CH:34]=4)[C:28]([O:30][CH3:31])=[O:29])[CH:23]=3)(O)[C:11]3[N:12]=[C:13]([CH3:15])[S:14][C:10]=3[CH2:9][CH2:8][C:7]=2[CH:37]=1)[CH3:2]>C(O)(=O)C>[CH2:1]([C:3]1[CH:4]=[CH:5][C:6]2[CH:16]([C:18]3[C:19](=[O:36])[NH:20][C:21](=[O:35])[N:22]([CH2:24][C:25]4[CH:26]=[C:27]([CH:32]=[CH:33][CH:34]=4)[C:28]([O:30][CH3:31])=[O:29])[CH:23]=3)[C:11]3[N:12]=[C:13]([CH3:15])[S:14][C:10]=3[CH:9]=[CH:8][C:7]=2[CH:37]=1)[CH3:2]. Procedure details: A solution of the product from step (iv) (0.18 g) in glacial acetic acid (6 ml) was stirred at 100° C. for 2 hours. The solution was evaporated to dryness (azeotroped twice with toluene) and the residue purified by chromatography eluting with ethyl acetate. Reactants: ClC1=CC=C(C=C1)C1(CCNCC1)O (4-(4-chlorophenyl)-4-hydroxypiperidine), CS(=O)(=O)OCCC1=CC2=C(OCC3=C(C2=O)C=CC=C3)C=C1 (2-(6,11-Dihydro-11-oxodibenz[b,e]oxepin-2-yl)ethanol methanesulfonate), C(=O)([O-])[O-].[K+].[K+] (K2CO3), CO (methanol). The solvent is CCOCC (ether), C(C)O (ethanol). Yields the product ClC1=CC=C(C=C1)C1(CCN(CC1)CCC1=CC2=C(OCC3=C(C2=O)C=CC=C3)C=C1)O (4-(4-chlorophenyl)-1-[2-(6,11-dihydro-11-oxodibenz[b,e]oxepin-2-yl)ethyl]-4-hydroxypiperidine). Yield: 34.6%. Reaction SMILES: [Cl:1][C:2]1[CH:7]=[CH:6][C:5]([C:8]2([OH:14])[CH2:13][CH2:12][NH:11][CH2:10][CH2:9]2)=[CH:4][CH:3]=1.CS(O[CH2:20][CH2:21][C:22]1[CH:37]=[CH:36][C:25]2[O:26][CH2:27][C:28]3[CH:35]=[CH:34][CH:33]=[CH:32][C:29]=3[C:30](=[O:31])[C:24]=2[CH:23]=1)(=O)=O.C([O-])([O-])=O.[K+].[K+].CO>CCOCC.C(O)C>[Cl:1][C:2]1[CH:7]=[CH:6][C:5]([C:8]2([OH:14])[CH2:9][CH2:10][N:11]([CH2:20][CH2:21][C:22]3[CH:37]=[CH:36][C:25]4[O:26][CH2:27][C:28]5[CH:35]=[CH:34][CH:33]=[CH:32][C:29]=5[C:30](=[O:31])[C:24]=4[CH:23]=3)[CH2:12][CH2:13]2)=[CH:4][CH:3]=1 |f:2.3.4|. Procedure: A mixture of 3 g (0.014 m) of 4-(4-chlorophenyl)-4-hydroxypiperidine, 4.65 g (0.014 m) of 2-(6,11-dihydro-11-oxo-dibenz[b,e]oxepin-2-yl)ethanol methanesulfonate of Example 1, 1.96 g (0.014 m), of K2CO3, 30 ml of methanol and 30 ml of absolute ethanol was refluxed overnight. The yellow reaction mixture was filtered and evaporated. The residue was partitioned between ethyl acetate and water. The organic phase was dried (Na2SO4), filtered and evaporated to afford a solid. Trituration with ether gav... Reactants: NC=1C(=NC(=C(N1)N)Cl)C(=O)NC(NCCCCC1=CC=C(C2=CC=CC=C12)OCCCN)=N (3,5-Diamino-N-(N-{4-[4-(3-aminopropoxy)naphthalen-1-yl]butyl}carbamimidoyl)-6-chloropyrazine-2-carboxamide), CS(=O)(=O)O (methanesulfonic acid). Solvent: CCO (EtOH). Conditions: time 15 minute. Yields the product CS(=O)(=O)O (methanesulfonic acid), CS(=O)(=O)O.NC=1C(=NC(=C(N1)N)Cl)C(=O)NC(NCCCCC1=CC=C(C2=CC=CC=C12)OCCCN)=N (3,5-Diamino-N-(N-{4-[4-(3-aminopropoxy)naphthalen-1-yl]butyl}carbamimidoyl)-6-chloropyrazine-2-carboxamide Methanesulfonic Acid Salt). Isolated yield 111.5%. Reaction SMILES: [NH2:1][C:2]1[C:3]([C:10]([NH:12][C:13](=[NH:34])[NH:14][CH2:15][CH2:16][CH2:17][CH2:18][C:19]2[C:28]3[C:23](=[CH:24][CH:25]=[CH:26][CH:27]=3)[C:22]([O:29][CH2:30][CH2:31][CH2:32][NH2:33])=[CH:21][CH:20]=2)=[O:11])=[N:4][C:5]([Cl:9])=[C:6]([NH2:8])[N:7]=1.[CH3:35][S:36]([OH:39])(=[O:38])=[O:37]>CCO>[CH3:35][S:36]([OH:39])(=[O:38])=[O:37].[CH3:35][S:36]([OH:39])(=[O:38])=[O:37].[NH2:1][C:2]1[C:3]([C:10]([NH:12][C:13](=[NH:34])[NH:14][CH2:15][CH2:16][CH2:17][CH2:18][C:19]2[C:28]3[C:23](=[CH:24][CH:25]=[CH:26][CH:27]=3)[C:22]([O:29][CH2:30][CH2:31][CH2:32][NH2:33])=[CH:21][CH:20]=2)=[O:11])=[N:4][C:5]([Cl:9])=[C:6]([NH2:8])[N:7]=1 |f:4.5|. Procedure: To a solution of carboxamide 71 (120 mg, 0.247 mmole) in EtOH (10 mL) was added methanesulfonic acid (48 mg, 0.495 mmole) at room temperature and the reaction mixture was stirred for 15 min. The solvent was removed in vacuo. The residue was dissolved in water (10 mL) and lyophilized to afford methanesulfonic acid salt 72 (160 mg, 95%) as a yellow solid: 1H NMR (300 MHz, DMSO-d6) δ 10.44 (s, 1H), 9.15 (br s, 1H), 8.86 (br s, 1H), 8.72 (br s, 1H), 8.22 (dd, J=8.1, 0.9, Hz, 1H), 8.03 (d, J=8.1 Hz, ... Starting materials: ClC1=CC(=NC=N1)OC1=C(C=CC=C1)/C(/C(=O)OC)=C\OC (Methyl (E)-2-{2-[6-chloropyrimidin-4-yloxy]phenyl}-3-methoxyacrylate), C(#N)C1=C(C=CC=C1)O (2-Cyanophenol), C([O-])([O-])=O.[K+].[K+] (potassium carbonate), C1CN2CCN1CC2 (DABCO). Solvent: O (water), CC(C)CC(=O)C (MIBK), O (Water). Run at temperature 47.5 celsius, time 5.5 hour. Yields the product C(#N)C1=C(OC2=CC(=NC=N2)OC2=C(C=CC=C2)/C(/C(=O)OC)=C\OC)C=CC=C1 (methyl (E)-2-{2-[6-(2-cyanophenoxy)pyrimidin-4-yloxy]phenyl}-3-methoxyacrylate). Yield: 91.8%. Reaction SMILES: Cl[C:2]1[N:7]=[CH:6][N:5]=[C:4]([O:8][C:9]2[CH:14]=[CH:13][CH:12]=[CH:11][C:10]=2/[C:15](=[CH:20]\[O:21][CH3:22])/[C:16]([O:18][CH3:19])=[O:17])[CH:3]=1.[C:23]([C:25]1[CH:30]=[CH:29][CH:28]=[CH:27][C:26]=1[OH:31])#[N:24].C(=O)([O-])[O-].[K+].[K+].C1N2CCN(CC2)C1>O.CC(CC(C)=O)C>[C:23]([C:25]1[CH:30]=[CH:29][CH:28]=[CH:27][C:26]=1[O:31][C:2]1[N:7]=[CH:6][N:5]=[C:4]([O:8][C:9]2[CH:14]=[CH:13][CH:12]=[CH:11][C:10]=2/[C:15](=[CH:20]\[O:21][CH3:22])/[C:16]([O:18][CH3:19])=[O:17])[CH:3]=1)#[N:24] |f:2.3.4|. Procedure: Methyl (E)-2-{2-[6-chloropyrimidin-4-yloxy]phenyl}-3-methoxyacrylate (98.4 g at 97.7% strength; prepared as described in WO 92/08703) was added to MIBK (210 g) and water (38.3 g) and heated to 45-50° C. 2-Cyanophenol (40.1 g), potassium carbonate (63.4 g) and DABCO (0.51 g) were added and the temperature was raised to 80° C. and held for 5.5 hours. Water (316 g) was added and agitation continued for 30 minutes before settling and separating the aqueous layer. Analysis of the MIBK solution reveal... Starting materials: Cn1c(cc(c2ccc(C=O)s2)n1)C(F)(F)F, CC1=CN=C(C=C1)N, [C-]#[N+]C1CCCCC1. The reagents and catalysts are O=C(O)C(F)(F)F (trifluoroacetic acid). Run in CC(C)O (isopropyl alcohol), CC(C)O (isopropylalcohol). Conditions: temperature 22 celsius, time 20 hour. Yields the product Cc1ccc2nc(c(NC3CCCCC3)n2c1)c1ccc(c2cc(C(F)(F)F)n(C)n2)s1. Isolated yield 0.4%. As a reaction SMILES: CC1=CC=C(N)N=C1.[C-]#[N+]C1CCCCC1.CN1N=C(C=C1C(F)(F)F)C1=CC=C(S1)C=O>>CN1N=C(C=C1C(F)(F)F)C1=CC=C(S1)C1=C(NC2CCCCC2)N2C=C(C)C=CC2=N1. Reactants: ClC1=CC(=NC(=N1)N[C@@H](C)C1=CC=C(C=C1)Cl)N1CCN(CC1)S(=O)(=O)C ((S)-6-chloro-N-[1-(4-chlorophenyl)ethyl]-4-[4-(methylsulfonyl)piperazin-1-yl]pyrimidine-2-amine), NC1=NC=CN=C1 (2-aminopyrazine), C1(CCCCC1)P(C1=C(C=CC=C1)C1=C(C=C(C=C1C(C)C)C(C)C)C(C)C)C1CCCCC1 (2-dicyclohexylphosphino-2′,4′,6′-triisopropylbiphenyl), CC(C)([O-])C.[Na+] (sodium t-butoxide), tris(dibenzylideneacetone)(chloroform)dipalladium. The solvent is C1(=CC=CC=C1)C (toluene). Conditions: temperature 100 celsius, time 4 hour. Yields the product ClC1=CC=C(C=C1)[C@H](C)NC1=NC(=CC(=N1)NC1=NC=CN=C1)N1CCN(CC1)S(=O)(=O)C ((S)—N2-[1-(4-chlorophenyl)ethyl]-6-[4-(methylsulfonyl)piperazin-1-yl]-N4-(pyrazin-2-yl)pyrimidine-2,4-diamine). Isolated yield 50.3%. Reaction SMILES: Cl[C:2]1[N:7]=[C:6]([NH:8][C@H:9]([C:11]2[CH:16]=[CH:15][C:14]([Cl:17])=[CH:13][CH:12]=2)[CH3:10])[N:5]=[C:4]([N:18]2[CH2:23][CH2:22][N:21]([S:24]([CH3:27])(=[O:26])=[O:25])[CH2:20][CH2:19]2)[CH:3]=1.[NH2:28][C:29]1[CH:34]=[N:33][CH:32]=[CH:31][N:30]=1.C1(P(C2CCCCC2)C2C=CC=CC=2C2C(C(C)C)=CC(C(C)C)=CC=2C(C)C)CCCCC1.CC(C)([O-])C.[Na+]>C1(C)C=CC=CC=1>[Cl:17][C:14]1[CH:15]=[CH:16][C:11]([C@@H:9]([NH:8][C:6]2[N:7]=[C:2]([NH:28][C:29]3[CH:34]=[N:33][CH:32]=[CH:31][N:30]=3)[CH:3]=[C:4]([N:18]3[CH2:23][CH2:22][N:21]([S:24]([CH3:27])(=[O:25])=[O:26])[CH2:20][CH2:19]3)[N:5]=2)[CH3:10])=[CH:12][CH:13]=1 |f:3.4|. Reported procedure: 210 mg of (S)-6-chloro-N-[1-(4-chlorophenyl)ethyl]-4-[4-(methylsulfonyl)piperazin-1-yl]pyrimidine-2-amine, 56 mg of 2-aminopyrazine, 47 mg of 2-dicyclohexylphosphino-2′,4′,6′-triisopropylbiphenyl, 66 mg of sodium t-butoxide and 25 mg of tris(dibenzylideneacetone)(chloroform)dipalladium were added in turn to 6 ml of degassed toluene, and the mixture was stirred at 100° C. for 4 hours under argon atmosphere. The reaction solution was purified by silica gel column chromatography to obtain 120 mg of...